From a dataset of the Open Reaction Database (ORD), a public repository of structured organic reaction records. describe an organic reaction: reactants, conditions, products, and yield Reactants: CC(=O)c1ncn2c(C)csc12, [Li]CCCC, CCCC[Sn](Cl)(CCCC)CCCC, C1CCOC1, CCCCCC, O=P([O-])([O-])[O-]. The product is CCCC[Sn](CCCC)(CCCC)c1sc2c(C(C)=O)ncn2c1C. RXN SMILES: [C:1]([CH3:2])(=[O:3])[c:4]1[n:5][cH:6][n:7]2[c:8]1[s:9][cH:10][c:11]2[CH3:12].[CH2:19]([Li:20])[CH2:21][CH2:22][CH3:23].[CH2:24]([CH2:25][CH2:26][CH3:27])[Sn:28]([CH2:29][CH2:30][CH2:31][CH3:32])([CH2:33][CH2:34][CH2:35][CH3:36])[Cl:37].[CH2:43]1[O:44][CH2:45][CH2:46][CH2:47]1.[CH3:13][CH2:14][CH2:15][CH2:16][CH2:17][CH3:18].[O-:38][P:39](=[O:40])([O-:41])[O-:42]>>[C:1]([CH3:2])(=[O:3])[c:4]1[n:5][cH:6][n:7]2[c:8]1[s:9][c:10]([Sn:28]([CH2:24][CH2:25][CH2:26][CH3:27])([CH2:29][CH2:30][CH2:31][CH3:32])[CH2:33][CH2:34][CH2:35][CH3:36])[c:11]2[CH3:12]. Reactants: Cc1ccccc1, NC1CCCc2ccccc21, Clc1nc2ccccc2[nH]1. Yields the product Cl, c1ccc2c(c1)CCCC2Nc1nc2ccccc2[nH]1. As a reaction SMILES: [CH3:22][c:23]1[cH:24][cH:25][cH:26][cH:27][cH:28]1.[CH:11]1([NH2:21])[CH2:12][CH2:13][CH2:14][c:15]2[cH:16][cH:17][cH:18][cH:19][c:20]21.[Cl:1][c:2]1[nH:3][c:4]2[c:5]([n:6]1)[cH:7][cH:8][cH:9][cH:10]2>>[ClH:1].[c:2]1([NH:21][CH:11]2[CH2:12][CH2:13][CH2:14][c:15]3[cH:16][cH:17][cH:18][cH:19][c:20]32)[nH:3][c:4]2[c:5]([n:6]1)[cH:7][cH:8][cH:9][cH:10]2. Reactants: C1CCOC1, O=C(Cl)OCc1ccccc1, Nc1ccc(C2CCC3(CC2)OCCO3)nc1, O, c1ccncc1. Product: O=C(Nc1ccc(C2CCC3(CC2)OCCO3)nc1)OCc1ccccc1. Reaction SMILES: [CH2:36]1[O:37][CH2:38][CH2:39][CH2:40]1.[Cl:25][C:26](=[O:27])[O:28][CH2:29][c:30]1[cH:31][cH:32][cH:33][cH:34][cH:35]1.[O:2]1[CH2:3][CH2:4][O:5][C:6]12[CH2:7][CH2:8][CH:9]([c:12]1[cH:13][cH:14][c:15]([NH2:18])[cH:16][n:17]1)[CH2:10][CH2:11]2.[OH2:1].[cH:19]1[cH:20][cH:21][n:22][cH:23][cH:24]1>>[O:2]1[CH2:3][CH2:4][O:5][C:6]12[CH2:7][CH2:8][CH:9]([c:12]1[cH:13][cH:14][c:15]([NH:18][C:26](=[O:27])[O:28][CH2:29][c:30]3[cH:31][cH:32][cH:33][cH:34][cH:35]3)[cH:16][n:17]1)[CH2:10][CH2:11]2. The reactants are C=Cc1c(F)cc2c(=O)c(C(=O)OCC)cn(CC)c2c1F, CCOC(C)=O, CCOCC, C=[N+]=[N-], CC(=O)[O-], CC(=O)[O-], O, [Pd+2]. Yields the product CCOC(=O)c1cn(CC)c2c(F)c(C3CC3)c(F)cc2c1=O. RXN SMILES: [CH2:1]([CH3:2])[n:3]1[cH:4][c:5]([C:18](=[O:19])[O:20][CH2:21][CH3:22])[c:6](=[O:17])[c:7]2[cH:8][c:9]([F:16])[c:10]([CH:14]=[CH2:15])[c:11]([F:13])[c:12]12.[CH3:27][CH2:28][O:29][C:30](=[O:31])[CH3:32].[CH3:33][CH2:34][O:35][CH2:36][CH3:37].[N+:23](=[N-:24])=[CH2:25].[O-:39][C:40]([CH3:41])=[O:42].[O-:43][C:44]([CH3:45])=[O:46].[OH2:26].[Pd+2:38]>>[CH2:1]([CH3:2])[n:3]1[cH:4][c:5]([C:18](=[O:19])[O:20][CH2:21][CH3:22])[c:6](=[O:17])[c:7]2[cH:8][c:9]([F:16])[c:10]([CH:14]3[CH2:15][CH2:25]3)[c:11]([F:13])[c:12]12. The reactants are Cc1cccc(N=C=O)c1, CC(C)(C)OC(=O)CN(C(=O)CN)c1ccccc1Cc1ccccc1. Yields the product Cc1cccc(NC(=O)NCC(=O)N(CC(=O)OC(C)(C)C)c2ccccc2Cc2ccccc2)c1. As a reaction SMILES: [CH3:27][c:28]1[cH:29][c:30]([N:34]=[C:35]=[O:36])[cH:31][cH:32][cH:33]1.[NH2:1][CH2:2][C:3](=[O:4])[N:5]([c:6]1[c:7]([CH2:12][c:13]2[cH:14][cH:15][cH:16][cH:17][cH:18]2)[cH:8][cH:9][cH:10][cH:11]1)[CH2:19][C:20](=[O:21])[O:22][C:23]([CH3:24])([CH3:25])[CH3:26]>>[NH:1]([CH2:2][C:3](=[O:4])[N:5]([c:6]1[c:7]([CH2:12][c:13]2[cH:14][cH:15][cH:16][cH:17][cH:18]2)[cH:8][cH:9][cH:10][cH:11]1)[CH2:19][C:20](=[O:21])[O:22][C:23]([CH3:24])([CH3:25])[CH3:26])[C:35]([NH:34][c:30]1[cH:29][c:28]([CH3:27])[cH:33][cH:32][cH:31]1)=[O:36]. Reactants: C(C)(C)(C)C1=C(C=CC(=C1)C(C)(C)C)O (2,4-di-tert-butylphenol), C1N2CN3CN1CN(C2)C3 (hexamethylenetetramine), O (water). Run in C(C)(=O)O (acetic acid). Reaction conditions: temperature 130 celsius, time 2 hour. The product is C(C)(C)(C)C1=C(C(C=O)=CC(=C1)C(C)(C)C)O (3,5-di-tert-butylsalicylaldehyde). Yield: 46.9%. Reaction SMILES: [C:1]([C:5]1[CH:10]=[C:9]([C:11]([CH3:14])([CH3:13])[CH3:12])[CH:8]=[CH:7][C:6]=1[OH:15])([CH3:4])([CH3:3])[CH3:2].[CH2:16]1N2CN3CN(C2)CN1C3.[OH2:26]>C(O)(=O)C>[C:1]([C:5]1[CH:10]=[C:9]([C:11]([CH3:14])([CH3:13])[CH3:12])[CH:8]=[C:7]([CH:16]=[O:26])[C:6]=1[OH:15])([CH3:4])([CH3:3])[CH3:2]. Procedure: A mixture of 10.42 g (50 mmol) of 2,4-di-tert-butylphenol and 21.03 g 150 mmol) of hexamethylenetetramine (HMT) in 50 mL of glacial acetic acid was heated at 130° C. with stirring for 2 hours. Twenty-five mL of water was then added and the resulting mixture was refluxed for 0.5 h. After cooling and workup as in Example 1, 5.5 g of 3,5-di-tert-butylsalicylaldehyde was obtained (46.9% yield).